This data is from the Open Reaction Database (ORD), a public repository of structured organic reaction records. The task is: describe an organic reaction: reactants, conditions, products, and yield Reactants: C1(CCCCC1)C(CC(=O)C1=CC(=CC=C1)O)CC(=O)C=1OC=CC1 (3-cyclohexyl-1-(3-hydroxyphenyl)-5-(furan-2-yl)-1,5-pentanedione), resin, NH4OAc, CC(=O)O (AcOH), CN(C=O)C (dimethylformamide). Conditions: temperature 100 celsius. The product is C1(CCCCC1)C1=CC(=NC(=C1)C=1OC=CC1)C=1C=C(C=CC1)O (3-(4-cyclohexyl-6-furan-2-yl-pyridin-2-yl)-phenol). As a reaction SMILES: [CH:1]1([CH:7]([CH2:18][C:19]([C:21]2[O:22][CH:23]=[CH:24][CH:25]=2)=O)[CH2:8][C:9]([C:11]2[CH:16]=[CH:15][CH:14]=[C:13]([OH:17])[CH:12]=2)=O)[CH2:6][CH2:5][CH2:4][CH2:3][CH2:2]1.CC(O)=O.C[N:31](C)C=O>>[CH:1]1([C:7]2[CH:18]=[C:19]([C:21]3[O:22][CH:23]=[CH:24][CH:25]=3)[N:31]=[C:9]([C:11]3[CH:12]=[C:13]([OH:17])[CH:14]=[CH:15][CH:16]=3)[CH:8]=2)[CH2:6][CH2:5][CH2:4][CH2:3][CH2:2]1. Reported procedure: A mixture of 3-cyclohexyl-1-(3-hydroxyphenyl)-5-(furan-2-yl)-1,5-pentanedione on Wang resin (2.7 g, 1.90 mmol), NH4OAc (1.7 g), and AcOH (1.7 mL) in dimethylformamide (30 mL) was heated at 100° C. for 18 h. The resin was filtered, and washed with dimethylformamide (×2) and alternating MeOH and CH2Cl2 (×5), and dried under high vacuum overnight. The dried resin was treated with 50% TFA/CH2Cl2 (15 mL) for 1 h. After filtration of the reaction mixture, the filtrate was concentrated to dryness. The ... Starting materials: C(C)OC(=O)C1CCNCC1 (piperidine-4-carboxylic acid ethyl ester), C(C)N(C(C)C)C(C)C (N-ethyl-N,N-diisopropylamine), C1(=CC=C(C=C1)S(=O)(=O)OCCC1COC2=CC=CC=C2C1)C (3-[2-(p-toluenesulphonyloxy)ethyl]chroman). Run at time 16 hour. The product is C(C)OC(=O)C1CCN(CC1)CCC1COC2=CC=CC=C2C1 (1-[2-(chroman-3-yl)ethyl]piperidine-4-carboxylic acid ethyl ester). Isolated yield 97.1%. Reaction SMILES: [CH2:1]([O:3][C:4]([CH:6]1[CH2:11][CH2:10][NH:9][CH2:8][CH2:7]1)=[O:5])[CH3:2].C(N(C(C)C)C(C)C)C.C1(C)C=CC(S(O[CH2:31][CH2:32][CH:33]2[CH2:42][C:41]3[C:36](=[CH:37][CH:38]=[CH:39][CH:40]=3)[O:35][CH2:34]2)(=O)=O)=CC=1>>[CH2:1]([O:3][C:4]([CH:6]1[CH2:11][CH2:10][N:9]([CH2:31][CH2:32][CH:33]2[CH2:42][C:41]3[C:36](=[CH:37][CH:38]=[CH:39][CH:40]=3)[O:35][CH2:34]2)[CH2:8][CH2:7]1)=[O:5])[CH3:2]. Procedure: First 3.76 g (24 mmol) of piperidine-4-carboxylic acid ethyl ester and then 3.1 g (24 mmol) of N-ethyl-N,N-diisopropylamine are added to a solution of 3.98 g (12 mmol) of 3-[2-(p-toluenesulphonyloxy)ethyl]chroman in 50 ml of absolute diemthylformamide. The mixture is stirred for 16 hours at 60° and, after cooling, is concentrated by evaporation under a high vacuum. Water is added to the oily residue and extraction by shaking is carried out with diethyl ether. The combined organic phases are extr...